From a dataset of the Open Reaction Database (ORD), a public repository of structured organic reaction records. describe an organic reaction: reactants, conditions, products, and yield Reactants: CN1CCNCC1, CCO, Nc1nc(Cl)cc(C2CCCC2)n1. Product: CN1CCN(c2cc(C3CCCC3)nc(N)n2)CC1. As a reaction SMILES: [CH3:14][N:15]1[CH2:16][CH2:17][NH:18][CH2:19][CH2:20]1.[CH3:21][CH2:22][OH:23].[NH2:1][c:2]1[n:3][c:4]([CH:9]2[CH2:10][CH2:11][CH2:12][CH2:13]2)[cH:5][c:6]([Cl:8])[n:7]1>>[NH2:1][c:2]1[n:3][c:4]([CH:9]2[CH2:10][CH2:11][CH2:12][CH2:13]2)[cH:5][c:6]([N:18]2[CH2:17][CH2:16][N:15]([CH3:14])[CH2:20][CH2:19]2)[n:7]1.